This data is from the Open Reaction Database (ORD), a public repository of structured organic reaction records. The task is: describe an organic reaction: reactants, conditions, products, and yield Reactants: C1(=CC=C(C=C1)S(=O)(=O)NC(C(=O)OC)CC=C)C1=CC=CC=C1 (methyl 2-[[(1,1′-biphenyl)-4-yl]sulfonyl]amino-4-pentenoate), O (water), ClC1=CC(=CC=C1)C(=O)OO (m-chloroperbenzoic acid). Solvent: C(Cl)Cl (CH2Cl2), C(=O)(O)[O-].[Na+] (NaHCO3), C(=O)(O)[O-].[Na+] (NaHCO3). Conditions: time 8 hour. Yields the product C1(=CC=C(C=C1)S(=O)(=O)NC(C(=O)OC)CC1CO1)C1=CC=CC=C1 (Methyl 2-[[(1,1′-biphenyl)-4-yl]sulfonyl]amino-4,5-epoxypentanoate). RXN SMILES: [C:1]1([C:19]2[CH:24]=[CH:23][CH:22]=[CH:21][CH:20]=2)[CH:6]=[CH:5][C:4]([S:7]([NH:10][CH:11]([CH2:16][CH:17]=[CH2:18])[C:12]([O:14][CH3:15])=[O:13])(=[O:9])=[O:8])=[CH:3][CH:2]=1.O.ClC1C=CC=C(C(OO)=[O:34])C=1>C(Cl)Cl.C([O-])(O)=O.[Na+]>[C:1]1([C:19]2[CH:20]=[CH:21][CH:22]=[CH:23][CH:24]=2)[CH:6]=[CH:5][C:4]([S:7]([NH:10][CH:11]([CH2:16][CH:17]2[O:34][CH2:18]2)[C:12]([O:14][CH3:15])=[O:13])(=[O:9])=[O:8])=[CH:3][CH:2]=1 |f:4.5|. Procedure: To a solution of methyl 2-[[(1,1′-biphenyl)-4-yl]sulfonyl]amino-4-pentenoate 16a (2.0 g, 5.8 mmol) in CH2Cl2 (15 mL), NaHCO3 (0.58 g, 7 mmol) and water (10 mL) at 0° C., is added slowly m-chloroperbenzoic acid (3.3 g, 11.6 mmol, 57-86%). The reaction mixture is stirred overnight. The resulting mixture is diluted with aqueous NaHCO3, and the mixture is extracted three times with CH2Cl2. The combined CH2Cl2 layers are washed with NaHCO3, brine, dried over MgSO4 and concentrated to an oil which is ... Reactants: O=C([O-])[O-], CN(C)C=O, Clc1nc(-c2ccccc2)nc2ccccc12, [K+], [K+], Nc1ccncc1. Product: c1ccc(-c2nc(Nc3ccncc3)c3ccccc3n2)cc1. Reaction SMILES: [C:25](=[O:26])([O-:27])[O-:28].[CH3:31][N:32]([CH3:33])[CH:34]=[O:35].[Cl:1][c:2]1[n:3][c:4](-[c:12]2[cH:13][cH:14][cH:15][cH:16][cH:17]2)[n:5][c:6]2[cH:7][cH:8][cH:9][cH:10][c:11]12.[K+:29].[K+:30].[NH2:18][c:19]1[cH:20][cH:21][n:22][cH:23][cH:24]1>>[c:2]1([NH:18][c:19]2[cH:20][cH:21][n:22][cH:23][cH:24]2)[n:3][c:4](-[c:12]2[cH:13][cH:14][cH:15][cH:16][cH:17]2)[n:5][c:6]2[cH:7][cH:8][cH:9][cH:10][c:11]12. Reactants: O (water), Cl (hydrochloric acid), CO (methanol), Cl (hydrochloric acid), OC1=CC2=C(C(C=C(O2)C)=O)C=C1 (7-hydroxy-2-methyl-4H-1-benzopyrane-4-on). Solvent: N1=CC=CC=C1 (pyridine), C(C)(=O)OC(C)=O (acetic anhydride). Conditions: time 24 hour. Product: OC1=CC2=C(CCC(O2)C)C=C1 (7-hydroxy-2-methyl-3,4-dihydro-2H-1-benzopyrane). Yield: 71.2%. RXN SMILES: [OH:1][C:2]1[CH:13]=[CH:12][C:5]2[C:6](=O)[CH:7]=[C:8]([CH3:10])[O:9][C:4]=2[CH:3]=1.O.Cl.CO>N1C=CC=CC=1.C(OC(=O)C)(=O)C>[OH:1][C:2]1[CH:13]=[CH:12][C:5]2[CH2:6][CH2:7][CH:8]([CH3:10])[O:9][C:4]=2[CH:3]=1. Procedure: 9.8 g 7-hydroxy-2-methyl-4H-1-benzopyrane-4-on in 20 cm3 dry pyridine and 20 cm3 acetic anhydride was left to stand for 24 hours. The obtained solution was admixed with the mixture of ice, water and hydrochloric acid and the precipitate [11 g of 7-acetoxy-2-methyl-4H-1-benzopyrane-4-on, m.p. 94°-95° C. from benzene] was filtered. The acetoxy compound was hydrogenated in glacial acetic acid at 60° C. in the presence of a palladium on charcoal catalyst till it absorbed 3 molar equivalents of hydro... The reactants are CN(C)C=O, Cc1ccccc1, Cc1c(C(=O)O)ccc(S(C)(=O)=O)c1S(C)(=O)=O, O=S(Cl)Cl. Yields the product Cc1c(C(=O)Cl)ccc(S(C)(=O)=O)c1S(C)(=O)=O. As a reaction SMILES: [CH3:1][N:2]([CH3:3])[CH:4]=[O:5].[CH3:28][c:29]1[cH:30][cH:31][cH:32][cH:33][cH:34]1.[CH3:6][c:7]1[c:8]([C:9](=[O:10])[OH:11])[cH:12][cH:13][c:14]([S:20](=[O:21])(=[O:22])[CH3:23])[c:15]1[S:16](=[O:17])(=[O:18])[CH3:19].[S:24]([Cl:25])([Cl:26])=[O:27]>>[CH3:6][c:7]1[c:8]([C:9](=[O:10])[Cl:26])[cH:12][cH:13][c:14]([S:20](=[O:21])(=[O:22])[CH3:23])[c:15]1[S:16](=[O:17])(=[O:18])[CH3:19].